Dataset: the Open Reaction Database (ORD), a public repository of structured organic reaction records. Task: describe an organic reaction: reactants, conditions, products, and yield The reactants are ClCCl, O=c1[nH]c2ccc(C3CCC(NCCCc4ccc(F)cc4F)CC3)cc2o1. Yields the product Cl, CN(CCCc1ccc(F)cc1F)C1CCC(c2ccc3[nH]c(=O)oc3c2)CC1. As a reaction SMILES: [Cl:29][CH2:30][Cl:31].[F:1][c:2]1[c:3]([CH2:9][CH2:10][CH2:11][NH:12][CH:13]2[CH2:14][CH2:15][CH:16]([c:19]3[cH:20][c:21]4[c:22]([nH:23][c:24](=[O:26])[o:25]4)[cH:27][cH:28]3)[CH2:17][CH2:18]2)[cH:4][cH:5][c:6]([F:8])[cH:7]1>>[ClH:29].[F:1][c:2]1[c:3]([CH2:9][CH2:10][CH2:11][N:12]([CH:13]2[CH2:14][CH2:15][CH:16]([c:19]3[cH:20][c:21]4[c:22]([nH:23][c:24](=[O:26])[o:25]4)[cH:27][cH:28]3)[CH2:17][CH2:18]2)[CH3:30])[cH:4][cH:5][c:6]([F:8])[cH:7]1.